Dataset: the Open Reaction Database (ORD), a public repository of structured organic reaction records. Task: describe an organic reaction: reactants, conditions, products, and yield Starting materials: CN1C(C2=C(C(=C1)B1OC(C(O1)(C)C)(C)C)C=CN2S(=O)(=O)C2=CC=C(C=C2)C)=O (6-methyl-1-[(4-methylphenyl)sulfonyl]-4-(4,4,5,5-tetramethyl-1,3,2-dioxaborolan-2-yl)-1,6-dihydro-7H-pyrrolo[2,3-c]pyridin-7-one), BrC1=C(C(=C(NC)C=C1)[N+](=O)[O-])OCC1CCCCC1 (4-bromo-3-(cyclohexylmethoxy)-N-methyl-2-nitroaniline). Yields the product C1(CCCCC1)COC1=C(C=CC(=C1[N+](=O)[O-])NC)C=1C2=C(C(N(C1)C)=O)N(C=C2)S(=O)(=O)C2=CC=C(C=C2)C (4-[2-(Cyclohexylmethoxy)-4-(methylamino)-3-nitrophenyl]-6-methyl-1-[(4-methylphenyl)sulfonyl]-1,6-dihydro-7H-pyrrolo[2,3-c]pyridin-7-one). RXN SMILES: [CH3:1][N:2]1[CH:7]=[C:6](B2OC(C)(C)C(C)(C)O2)[C:5]2[CH:17]=[CH:18][N:19]([S:20]([C:23]3[CH:28]=[CH:27][C:26]([CH3:29])=[CH:25][CH:24]=3)(=[O:22])=[O:21])[C:4]=2[C:3]1=[O:30].Br[C:32]1[CH:39]=[CH:38][C:35]([NH:36][CH3:37])=[C:34]([N+:40]([O-:42])=[O:41])[C:33]=1[O:43][CH2:44][CH:45]1[CH2:50][CH2:49][CH2:48][CH2:47][CH2:46]1>>[CH:45]1([CH2:44][O:43][C:33]2[C:34]([N+:40]([O-:42])=[O:41])=[C:35]([NH:36][CH3:37])[CH:38]=[CH:39][C:32]=2[C:6]2[C:5]3[CH:17]=[CH:18][N:19]([S:20]([C:23]4[CH:28]=[CH:27][C:26]([CH3:29])=[CH:25][CH:24]=4)(=[O:22])=[O:21])[C:4]=3[C:3](=[O:30])[N:2]([CH3:1])[CH:7]=2)[CH2:46][CH2:47][CH2:48][CH2:49][CH2:50]1. Procedure: This compound was synthesized according to the procedure of Example 10, Step 5, using 6-methyl-1-[(4-methylphenyl)sulfonyl]-4-(4,4,5,5-tetramethyl-1,3,2-dioxaborolan-2-yl)-1,6-dihydro-7H-pyrrolo[2,3-c]pyridin-7-one and 4-bromo-3-(cyclohexylmethoxy)-N-methyl-2-nitroaniline as the starting materials. LCMS calculated for C29H33N4O6S (M+H)+: m/z=565.2. found: 565.1. Reactants: C1(=CC=CC=C1)S(=O)(=O)NC1=C(C2=C(S1)CCCC2)C(=O)OCC (ethyl 2-benzenesulphonylamino-4,5,6,7-tetrahydro-benzo[b]thiophene-3-carboxylate), NC=1SC(=C(C1C(=O)OC)C)CC (methyl 2-amino-5-ethyl-4-methylthiophene-3-carboxylate), C1(=CC=CC=C1)S(=O)(=O)Cl (benzenesulphonyl chloride). Yields the product C1(=CC=CC=C1)S(=O)(=O)NC=1SC(=C(C1C(=O)OC)C)CC (Methyl 2-benzenesulphonylamino-5-ethyl-4-methylthiophene-3-carboxylate). RXN SMILES: [C:1]1([S:7]([NH:10][C:11]2[S:15][C:14]3[CH2:16][CH2:17]C[CH2:19][C:13]=3[C:12]=2[C:20]([O:22][CH2:23]C)=[O:21])(=[O:9])=[O:8])[CH:6]=[CH:5][CH:4]=[CH:3][CH:2]=1.NC1SC(CC)=C(C)C=1C(OC)=O.C1(S(Cl)(=O)=O)C=CC=CC=1>>[C:1]1([S:7]([NH:10][C:11]2[S:15][C:14]([CH2:16][CH3:17])=[C:13]([CH3:19])[C:12]=2[C:20]([O:22][CH3:23])=[O:21])(=[O:8])=[O:9])[CH:2]=[CH:3][CH:4]=[CH:5][CH:6]=1. Procedure details: Prepared by proceeding in a similar manner to Intermediate 1, starting from methyl 2-amino-5-ethyl-4-methylthiophene-3-carboxylate and benzenesulphonyl chloride. Reactants: C(C)(C)(C)C1=CC=C(CNCCC2=CC(=CC=C2)OC(F)F)C=C1 ((4-tert-butyl-benzyl)-[2-(3-difluoromethoxy-phenyl)-ethyl]-amine), ClC=1C=C2C=CNC2=C(C1F)C(=O)O (5-chloro-6-fluoro-1H-indole-7-carboxylic acid), CN(C)C(=[N+](C)C)ON1C2=C(C=CC=C2)N=N1.[B-](F)(F)(F)F (TBTU), C(C)(C)N(C(C)C)CC (N,N-diisopropylethyl amine). The solvent is CN(C)C=O (DMF), O (water). Reaction conditions: time 5 minute. The product is C(C)(C)(C)C1=CC=C(CN(C(=O)C=2C(=C(C=C3C=CNC23)Cl)F)CCC2=CC(=CC=C2)OC(F)F)C=C1 (5-Chloro-6-fluoro-1H-indole-7-carboxylic acid (4-tert-butyl-benzyl)-[2-(3-difluoromethoxy-phenyl)-ethyl]-amide). Yield: 36.6%. Reaction SMILES: [Cl:1][C:2]1[CH:3]=[C:4]2[C:8](=[C:9]([C:12]([OH:14])=O)[C:10]=1[F:11])[NH:7][CH:6]=[CH:5]2.CN(C(ON1N=NC2C=CC=CC1=2)=[N+](C)C)C.[B-](F)(F)(F)F.C(N(CC)C(C)C)(C)C.[C:46]([C:50]1[CH:69]=[CH:68][C:53]([CH2:54][NH:55][CH2:56][CH2:57][C:58]2[CH:63]=[CH:62][CH:61]=[C:60]([O:64][CH:65]([F:67])[F:66])[CH:59]=2)=[CH:52][CH:51]=1)([CH3:49])([CH3:48])[CH3:47]>CN(C=O)C.O>[C:46]([C:50]1[CH:69]=[CH:68][C:53]([CH2:54][N:55]([CH2:56][CH2:57][C:58]2[CH:63]=[CH:62][CH:61]=[C:60]([O:64][CH:65]([F:67])[F:66])[CH:59]=2)[C:12]([C:9]2[C:10]([F:11])=[C:2]([Cl:1])[CH:3]=[C:4]3[C:8]=2[NH:7][CH:6]=[CH:5]3)=[O:14])=[CH:52][CH:51]=1)([CH3:49])([CH3:47])[CH3:48] |f:1.2|. Procedure details: To a solution of 100 mg (0.47 mmol) of 5-chloro-6-fluoro-1H-indole-7-carboxylic acid and 150 mg of TBTU (0.47 mmol) in 10 ml DMF, were added 0.4 ml (2.34 mmol) of N,N-diisopropylethyl amine. After stirring for 5 min at rt, 156 mg (0.47 mmol) of (4-tert-butyl-benzyl)-[2-(3-difluoromethoxy-phenyl)-ethyl]-amine were added. After stirring for 22 h at rt, the reaction mixture was diluted with 10 ml water and extracted with EtOAc (2×). The combined organic phases were washed with water and brine, drie...